Dataset: the Open Reaction Database (ORD), a public repository of structured organic reaction records. Task: describe an organic reaction: reactants, conditions, products, and yield Reactants: Cl, CCOC(=O)C(F)C(CF)NCc1ccccc1. Product: Cl, O=C(O)C(F)C(CF)NCc1ccccc1. As a reaction SMILES: [ClH:19].[F:1][CH:2]([C:3](=[O:4])[O:5][CH2:6][CH3:7])[CH:8]([CH2:9][F:10])[NH:11][CH2:12][c:13]1[cH:14][cH:15][cH:16][cH:17][cH:18]1>>[ClH:19].[F:1][CH:2]([C:3](=[O:4])[OH:5])[CH:8]([CH2:9][F:10])[NH:11][CH2:12][c:13]1[cH:14][cH:15][cH:16][cH:17][cH:18]1. Product: Cl.ClC=1C(=C2C(=NC1)NC=C2NC(CC)=O)N2C[C@@H](CCC2)NC ((R)—N-(5-chloro-4-(3-(methylamino)piperidin-1-yl)-1H-pyrrolo[2,3-b]pyridin-3-yl)propionamide hydrochloride). The solvent is C(Cl)Cl (DCM). Procedure: (R)-tert-Butyl 1-(5-chloro-3-propionamido-1H-pyrrolo[2,3-b]pyridin-4-yl)piperidin-3-yl(methyl)carbamate (0.180 g, 0.413 mmol) was placed in DCM (3 mL) at room temperature. TFA (1 mL) was then added, and the reaction was stirred at room temperature for 1 hour and concentrated to dryness. The resulting residue was then purified by reverse phase chromatography (Biotage SP4, C-18 12M+, 0-50% CH3CN/water). The resulting product was dissolved in minimal DCM (with MeOH to aid solubility) and added to a... The reactants are ClC=1C(=C2C(=NC1)NC=C2NC(CC)=O)N2C[C@@H](CCC2)N(C(OC(C)(C)C)=O)C ((R)-tert-Butyl 1-(5-chloro-3-propionamido-1H-pyrrolo[2,3-b]pyridin-4-yl)piperidin-3-yl(methyl)carbamate), C(=O)(C(F)(F)F)O (TFA). Run at time 1 hour. Yield: 195.1%. Reaction SMILES: [Cl:1][C:2]1[C:3]([N:16]2[CH2:21][CH2:20][CH2:19][C@@H:18]([N:22](C)[C:23](=O)OC(C)(C)C)[CH2:17]2)=[C:4]2[C:10]([NH:11][C:12](=[O:15])[CH2:13][CH3:14])=[CH:9][NH:8][C:5]2=[N:6][CH:7]=1.C(O)(C(F)(F)F)=O>C(Cl)Cl>[ClH:1].[Cl:1][C:2]1[C:3]([N:16]2[CH2:21][CH2:20][CH2:19][C@@H:18]([NH:22][CH3:23])[CH2:17]2)=[C:4]2[C:10]([NH:11][C:12](=[O:15])[CH2:13][CH3:14])=[CH:9][NH:8][C:5]2=[N:6][CH:7]=1 |f:3.4|. Reaction SMILES: [CH3:36][CH2:37][O:38][C:39](=[O:40])[CH3:41].[CH:1]12[CH:2]=[C:3]([c:9]3[n:10][c:11](-[c:28]4[c:29]([Cl:35])[cH:30][c:31]([F:34])[cH:32][cH:33]4)[c:12]4[cH:13][cH:14][c:15](=[O:27])[n:16](-[c:19]5[c:20]([Cl:26])[cH:21][cH:22][cH:23][c:24]5[Cl:25])[c:17]4[cH:18]3)[CH2:4][CH:5]([CH2:6][CH2:7]1)[NH:8]2>>[CH:1]12[CH2:2][CH:3]([c:9]3[n:10][c:11](-[c:28]4[c:29]([Cl:35])[cH:30][c:31]([F:34])[cH:32][cH:33]4)[c:12]4[cH:13][cH:14][c:15](=[O:27])[n:16](-[c:19]5[c:20]([Cl:26])[cH:21][cH:22][cH:23][c:24]5[Cl:25])[c:17]4[cH:18]3)[CH2:4][CH:5]([CH2:6][CH2:7]1)[NH:8]2. The product is O=c1ccc2c(-c3ccc(F)cc3Cl)nc(C3CC4CCC(C3)N4)cc2n1-c1c(Cl)cccc1Cl. Reactants: CCOC(C)=O, O=c1ccc2c(-c3ccc(F)cc3Cl)nc(C3=CC4CCC(C3)N4)cc2n1-c1c(Cl)cccc1Cl. Starting materials: FC(COC1=C(C=CC=C1)Br)(F)F (2-(2,2,2-Trifluoroethoxy)phenyl bromide), 39, C1(=CC=CC=C1)C (toluene), NC=1C=C(C=CC1)B(O)O (3-aminophenylboronic acid), 47, solution, C([O-])([O-])=O.[Na+].[Na+] (sodium carbonate), 8. The reagents and catalysts are C=1C=CC(=CC1)[P](C=2C=CC=CC2)(C=3C=CC=CC3)[Pd]([P](C=4C=CC=CC4)(C=5C=CC=CC5)C=6C=CC=CC6)([P](C=7C=CC=CC7)(C=8C=CC=CC8)C=9C=CC=CC9)[P](C=1C=CC=CC1)(C=1C=CC=CC1)C=1C=CC=CC1 (tetrakis(triphenylphosphine)palladium(0)). Run in C(C)O (ethanol). Conditions: temperature 90 celsius. Product: FC(COC1=C(C=CC=C1)NC1=CC=CC=C1)(F)F ((2-(2,2,2-Trifluoroethoxy)-phenyl)-aniline). RXN SMILES: [F:1][C:2]([F:13])([F:12])[CH2:3][O:4][C:5]1[CH:10]=[CH:9][CH:8]=[CH:7][C:6]=1Br.C1(C)C=CC=CC=1.[NH2:21][C:22]1[CH:23]=[C:24](B(O)O)[CH:25]=[CH:26][CH:27]=1.C(=O)([O-])[O-].[Na+].[Na+]>C1C=CC([P]([Pd]([P](C2C=CC=CC=2)(C2C=CC=CC=2)C2C=CC=CC=2)([P](C2C=CC=CC=2)(C2C=CC=CC=2)C2C=CC=CC=2)[P](C2C=CC=CC=2)(C2C=CC=CC=2)C2C=CC=CC=2)(C2C=CC=CC=2)C2C=CC=CC=2)=CC=1.C(O)C>[F:1][C:2]([F:13])([F:12])[CH2:3][O:4][C:5]1[CH:10]=[CH:9][CH:8]=[CH:7][C:6]=1[NH:21][C:22]1[CH:23]=[CH:24][CH:25]=[CH:26][CH:27]=1 |f:3.4.5,^1:40,42,61,80|. Procedure: To a solution of 1.0 g (3.93 mmol) of 2-trifluoroethoxyphenyl bromide (Example 3, Step A) in 39 Ml of toluene was added 0.136 g (0.118 mmol) of tetrakis(triphenylphosphine)palladium(0), 0.56 g (4.31 mol) of 3-aminophenylboronic acid, 47 Ml (94.1 mmol) of a 2M solution of sodium carbonate and 8 Ml of ethanol and the reaction mixture was heated at 90° C. for 22 hr. The reaction mixture was cooled to RT, and partitioned between water and EtOAc. The aqueous fraction was extracted with EtOAc and the ... Reactants: ON=CC1=C(NC2=C(C=CC(=C12)C)C)C(=O)OC (methyl 3-(hydroxyiminomethyl)-4,7-dimethylindole-2-carboxylate), CI (methyl iodide), C([O-])([O-])=O.[K+].[K+] (potassium carbonate). Solvent: C(C)#N (acetonitrile). The product is CON=CC1=C(NC2=C(C=CC(=C12)C)C)C(=O)OC (methyl 3-(methoxyiminomethyl)-4,7-dimethylindole-2-carboxylate). Isolated yield 24.8%. As a reaction SMILES: [OH:1][N:2]=[CH:3][C:4]1[C:12]2[C:7](=[C:8]([CH3:14])[CH:9]=[CH:10][C:11]=2[CH3:13])[NH:6][C:5]=1[C:15]([O:17][CH3:18])=[O:16].CI.[C:21](=O)([O-])[O-].[K+].[K+]>C(#N)C>[CH3:21][O:1][N:2]=[CH:3][C:4]1[C:12]2[C:7](=[C:8]([CH3:14])[CH:9]=[CH:10][C:11]=2[CH3:13])[NH:6][C:5]=1[C:15]([O:17][CH3:18])=[O:16] |f:2.3.4|. Procedure details: A mixture of 0.8 g (3.25 mmol) of methyl 3-(hydroxyiminomethyl)-4,7-dimethylindole-2-carboxylate, 0.60 g (4.23 mmol) of methyl iodide, 0.59 g (4.23 mmol) of potassium carbonate and 20 ml of acetonitrile was refluxed for 19 hours. After potassium carbonate was removed by filtration, acetonitrile was distilled off under reduced pressure. The residue was dissolved in ethyl acetate, washed with water three times and dried over anhydrous magnesium sulfate. The crude crystals were purified by silica g... Reactants: NCC1=CC(=NO1)CCC(=O)O (5-Aminomethylisoxazole-3-propionic acid), C(C)(=O)OC(C)=O (acetic anhydride). The solvent is N1=CC=CC=C1 (pyridine). Product: C(C)(=O)NCC1=CC(=NO1)CCC(=O)O (5-Acetamidomethylisoxazole-3-propionic acid). Reaction SMILES: [NH2:1][CH2:2][C:3]1[O:7][N:6]=[C:5]([CH2:8][CH2:9][C:10]([OH:12])=[O:11])[CH:4]=1.[C:13](OC(=O)C)(=[O:15])[CH3:14]>N1C=CC=CC=1>[C:13]([NH:1][CH2:2][C:3]1[O:7][N:6]=[C:5]([CH2:8][CH2:9][C:10]([OH:12])=[O:11])[CH:4]=1)(=[O:15])[CH3:14]. Procedure details: 7 g (0.04313 mol) of the product from Example 12 are suspended in a solution of 70 ml of acetic anhydride in 140 ml of pyridine with intensive stirring, the starting material slowly going into solution. After completion of the reaction (TLC checking), the mixture is concentrated in vacuo and the product is crystallized from acetone. Yield: 5.5 g; melting point: 134° C.